From a dataset of the Open Reaction Database (ORD), a public repository of structured organic reaction records. describe an organic reaction: reactants, conditions, products, and yield Reactants: BrC=1C(=NC(=NC1)Cl)Cl (5-bromo-2,4-dichloro-pyrimidine), Intermediate E, BrC=1C(=NC(=NC1)Cl)NC(CNC(OC(C)(C)C)=O)C(C)C (tert-butyl N-[2-[(5-bromo-2-chloro-pyrimidin-4-yl)amino]-3-methyl-butyl]carbamate). The product is BrC=1C(=NC(=NC1)Cl)NC[C@H](C(C)C)NC(OC(C)(C)C)=O (tert-butyl N-[(1S)-1-[[(5-bromo-2-chloro-pyrimidin-4-yl)amino]methyl]-2-methyl-propyl]carbamate). RXN SMILES: Br[C:2]1[C:3](Cl)=NC(Cl)=N[CH:7]=1.[Br:10][C:11]1[C:12]([NH:18][CH:19](C(C)C)[CH2:20][NH:21][C:22](=[O:28])[O:23][C:24]([CH3:27])([CH3:26])[CH3:25])=[N:13][C:14]([Cl:17])=[N:15][CH:16]=1>>[Br:10][C:11]1[C:12]([NH:18][CH2:19][C@@H:20]([NH:21][C:22](=[O:28])[O:23][C:24]([CH3:25])([CH3:26])[CH3:27])[CH:2]([CH3:3])[CH3:7])=[N:13][C:14]([Cl:17])=[N:15][CH:16]=1. Reported procedure: tert-butyl N-[(1S)-1-[[(5-bromo-2-chloro-pyrimidin-4-yl)amino]methyl]-2-methyl-propyl]carbamate was synthesized using 5-bromo-2,4-dichloro-pyrimidine and Intermediate E using analogous reaction conditions as described for tert-butyl N-[2-[(5-bromo-2-chloro-pyrimidin-4-yl)amino]-3-methyl-butyl]carbamate. 1H NMR (600 MHz, CHLOROFORM-d) δ ppm 0.95-1.02 (m, 6H) 1.35-1.45 (m, 9H) 1.75-1.90 (m, 1H) 3.35-3.48 (m, 1H) 3.52-3.61 (m, 1H) 3.64-3.76 (m, 1H) 4.56 (d, J=8.49 Hz, 1H) 6.47 (s, 1H) 8.07 (s, 1H)....